This data is from the Open Reaction Database (ORD), a public repository of structured organic reaction records. The task is: describe an organic reaction: reactants, conditions, products, and yield Starting materials: Cl.C(C1=CC=NC=C1)(=O)Cl (isonicotinoyl chloride hydrochloride), compound A2, C(C)OC=1C=C(C=CC1OCC)C1=NN(C([C@@H]2CC=CC[C@H]12)=O)C1CCN(CC1)S(=O)(=O)C1=CC=C(C=C1)C ((4aS,8aR)-4-(3,4-Diethoxyphenyl)-2-[1-(toluene-4-sulfonyl)-piperidin-4-yl]-4a,5,8,8a-tetrahydro-2H-phthalazin-1-one). Product: Cl.C(C)OC=1C=C(C=CC1OCC)C1=NN(C([C@@H]2CC=CC[C@H]12)=O)C1CCN(CC1)C(=O)C1=CC=NC=C1 ((4aS,8aR)-4-(3,4-Diethoxyphenyl)-2-[1-(1-pyridin-4-yl-methanoyl)-piperidin-4-yl]-4a,5,8,8a-tetrahydro-2H-phthalazin-1-one hydrochloride). As a reaction SMILES: Cl.[C:2]([Cl:10])(=[O:9])[C:3]1[CH:8]=[CH:7][N:6]=[CH:5][CH:4]=1.[CH2:11]([O:13][C:14]1[CH:15]=[C:16]([C:23]2[C@@H:32]3[C@@H:27]([CH2:28][CH:29]=[CH:30][CH2:31]3)[C:26](=[O:33])[N:25]([CH:34]3[CH2:39][CH2:38][N:37](S(C4C=CC(C)=CC=4)(=O)=O)[CH2:36][CH2:35]3)[N:24]=2)[CH:17]=[CH:18][C:19]=1[O:20][CH2:21][CH3:22])[CH3:12]>>[ClH:10].[CH2:11]([O:13][C:14]1[CH:15]=[C:16]([C:23]2[C@@H:32]3[C@@H:27]([CH2:28][CH:29]=[CH:30][CH2:31]3)[C:26](=[O:33])[N:25]([CH:34]3[CH2:35][CH2:36][N:37]([C:2]([C:3]4[CH:8]=[CH:7][N:6]=[CH:5][CH:4]=4)=[O:9])[CH2:38][CH2:39]3)[N:24]=2)[CH:17]=[CH:18][C:19]=1[O:20][CH2:21][CH3:22])[CH3:12] |f:0.1,3.4|. Reported procedure: Prepared from isonicotinoyl chloride hydrochloride and starting compound A2 as described for compound 1. After evaporating the dichloromethane solution, the residue is dissolved in diethyl ether. After addition of a saturated solution of hydrochloric acid in ether, the titel compound precipitates. M.p. 66-68° C. The reactants are [N+](=O)([O-])C1=C(C(=O)OCC)C=CC(=C1)C(=O)OCC (Diethyl nitroterephthalate), [OH-].[Na+] (NaOH), Cl (HCl). The solvent is C(C)O (ethanol). Run at time 8 hour. Product: C(C)OC(C1=CC(=C(C=C1)C(=O)O)[N+](=O)[O-])=O (Ethyl-3-nitro-4-carboxybenzoate). Reaction SMILES: [N+:1]([C:4]1[CH:14]=[C:13]([C:15]([O:17][CH2:18][CH3:19])=[O:16])[CH:12]=[CH:11][C:5]=1[C:6]([O:8]CC)=[O:7])([O-:3])=[O:2].[OH-].[Na+].Cl>C(O)C>[CH2:18]([O:17][C:15](=[O:16])[C:13]1[CH:12]=[CH:11][C:5]([C:6]([OH:8])=[O:7])=[C:4]([N+:1]([O-:3])=[O:2])[CH:14]=1)[CH3:19] |f:1.2|. Procedure details: To a solution of Diethyl nitroterephthalate (17.9 g) in 300 mL ethanol was added 1N NaOH (70 mL) and stirred overnight. 1N HCl (70 mL) was added and the reaction was partitioned between methylene chloride (200 mL) and water (200 mL). The aqueous layer was extracted an additional three times. The combined organic extracts were dried and the solvent removed in vacuo to afford Ethyl-3-nitro-4-carboxybenzoate as a white solid.